From a dataset of the Open Reaction Database (ORD), a public repository of structured organic reaction records. describe an organic reaction: reactants, conditions, products, and yield Yields the product CC1(c2ccccc2)CC1Br. RXN SMILES: [Br:1][C:2]1([Br:12])[C:3]([c:5]2[cH:6][cH:7][cH:8][cH:9][cH:10]2)([CH3:11])[CH2:4]1.[CH3:13][C:14](=[O:15])[OH:16].[CH3:17][OH:18].[Zn:19]>>[Br:1][CH:2]1[C:3]([c:5]2[cH:6][cH:7][cH:8][cH:9][cH:10]2)([CH3:11])[CH2:4]1. The reactants are CC1(c2ccccc2)CC1(Br)Br, CC(=O)O, CO, [Zn]. The reactants are BrC1=CC=C(C=N1)N (6-bromopyridin-3-amine), C(C)(=O)O (acetic acid), FC1=C(C=O)C(=CC=C1)F (2,6-difluorobenzaldehyde), C(#N)[BH3-].[Na+] (sodium cyanoborohydride). Solvent: CO (MeOH). Conditions: time 12 hour. Product: BrC1=CC=C(C=N1)NCC1=C(C=CC=C1F)F (6-Bromo-N-(2,6-difluorobenzyl)pyridin-3-amine). The yield is 23.1%. RXN SMILES: [Br:1][C:2]1[N:7]=[CH:6][C:5]([NH2:8])=[CH:4][CH:3]=1.C(O)(=O)C.[F:13][C:14]1[CH:21]=[CH:20][CH:19]=[C:18]([F:22])[C:15]=1[CH:16]=O.C([BH3-])#N.[Na+]>CO>[Br:1][C:2]1[N:7]=[CH:6][C:5]([NH:8][CH2:16][C:15]2[C:14]([F:13])=[CH:21][CH:20]=[CH:19][C:18]=2[F:22])=[CH:4][CH:3]=1 |f:3.4|. Procedure: To a solution of 6-bromopyridin-3-amine (500 mg, 2.89 mmol), in MeOH (3 mL), acetic acid (0.165 mL, 2.89 mmol), 2,6-difluorobenzaldehyde (0.31 mL, 2.89 mmol) was added. After stirring the resulting mixture at RT for 12 h, sodium cyanoborohydride (363 mg, 5.78 mmol) was added at 0° C. and resulting mixture was stirred at RT for 6 h. Solvent was evaporated under vacuum. Residue was purified by column chromatography to afford 200 mg (23%) of the title compound as white solid. GC-MS-298, 300 [M+, Br...